This data is from the Open Reaction Database (ORD), a public repository of structured organic reaction records. The task is: describe an organic reaction: reactants, conditions, products, and yield Starting materials: ClC=1C=C(C(=O)OO)C=CC1 (3-chloroperoxybenzoic acid), C(C)N(C(=O)N1N=C(C=C1)SC1=C(C=CC=C1C)CC)CC (1-(diethylcarbamoyl)-3-(2-ethyl-6methylphenylthio)pyrazole), ClCCCl (1,2-dichloroethane), S(=O)([O-])[O-].[Na+].[Na+] (sodium sulfite). Conditions: temperature 50 celsius. Product: C(C)N(C(=O)N1N=C(C=C1)S(=O)(=O)C1=C(C=CC=C1C)CC)CC (1-(Diethylcarbamoyl)-3-(2-ethyl-6-methylphenylsulfonyl)pyrazole). Yield: 99.0%. Reaction SMILES: Cl[C:2]1[CH:3]=[C:4]([CH:9]=[CH:10][CH:11]=1)[C:5](OO)=O.[CH2:12]([N:14]([CH2:32][CH3:33])[C:15]([N:17]1[CH:21]=[CH:20][C:19](SC2C(C)=CC=CC=2CC)=[N:18]1)=[O:16])[CH3:13].[S:34]([O-:37])([O-])=[O:35].[Na+].[Na+].Cl[CH2:41][CH2:42]Cl>>[CH2:32]([N:14]([CH2:12][CH3:13])[C:15]([N:17]1[CH:21]=[CH:20][C:19]([S:34]([C:3]2[C:4]([CH3:5])=[CH:9][CH:10]=[CH:11][C:2]=2[CH2:41][CH3:42])(=[O:37])=[O:35])=[N:18]1)=[O:16])[CH3:33] |f:2.3.4|. Reported procedure: 366 mg of 3-chloroperoxybenzoic acid were added to a solution of 245 mg of 1-(diethylcarbamoyl)-3-(2-ethyl-6methylphenylthio)pyrazole [prepared as described in step (4) above] in 4 ml of 1,2-dichloroethane, and the resulting mixture was heated at 50° C. for 1 hour. At the end of this time, the reaction mixture was mixed with an aqueous solution of sodium sulfite, after which it was extracted with methylene chloride. The extract was washed with an aqueous solution of sodium hydrogencarbonate and ... Reactants: FC1=C(C=C(C=C1)[N+](=O)[O-])C (2-fluoro-5-nitrotoluene), C(C)OCCO (2-ethoxyethanol), OS(=O)(=O)O (H2SO4), N1CCCC1 (pyrrolidine), C(=O)([O-])[O-].[Na+].[Na+] (Na2CO3). Solvent: CC(C)O (2-propanol). Product: S(=O)(=O)(O)O.NC1=CC(=C(C=C1)N1CCCC1)C (1-(4-amino-2-methylphenyl)pyrrolidine sulfate). RXN SMILES: F[C:2]1[CH:7]=[CH:6][C:5]([N+:8]([O-])=O)=[CH:4][C:3]=1[CH3:11].[NH:12]1[CH2:16][CH2:15][CH2:14][CH2:13]1.C([O-])([O-])=O.[Na+].[Na+].C(OCCO)C.[OH:29][S:30]([OH:33])(=[O:32])=[O:31]>CC(O)C>[S:30]([OH:33])([OH:32])(=[O:31])=[O:29].[NH2:8][C:5]1[CH:6]=[CH:7][C:2]([N:12]2[CH2:16][CH2:15][CH2:14][CH2:13]2)=[C:3]([CH3:11])[CH:4]=1 |f:2.3.4,8.9|. Reported procedure: 15.5g (0.1 mole) 2-fluoro-5-nitrotoluene, 25 ml (0.3 mole) pyrrolidine, 11.0 g Na2CO3 were combined with 50 ml 2-ethoxyethanol and refluxed with stirring. When the TLC showed no evidence of starting material (ca. 2 hours), the mixture was poured onto ice. The precipitate was filtered, washed 5 times with cold H2O, and dried on filter paper for 2 hours. The resulting solid was mixed with 125 ml 2-propanol, 10% Pd/C, and hydrogenated at 60 psi on a Parr apparatus. The mixture was filtered through ...